From a dataset of the Open Reaction Database (ORD), a public repository of structured organic reaction records. describe an organic reaction: reactants, conditions, products, and yield Run in CC(=O)N(C)C.O.C(C)O (dimethyl acetamide water ethanol). Reaction SMILES: Cl.Cl[C:3]1[CH:4]=[CH:5][C:6](=[O:17])[N:7]([CH2:9][CH2:10][N:11]2[CH2:16][CH2:15][O:14][CH2:13][CH2:12]2)[N:8]=1.[Cl:18][C:19]1[CH:20]=[C:21]2[C:25](=[CH:26][CH:27]=1)[NH:24][C:23]([S:28]([N:31]1[CH2:36][CH2:35][N:34]([C:37]([C:39]3[CH:44]=[CH:43][C:42](B(O)O)=[CH:41][CH:40]=3)=O)[CH2:33][CH2:32]1)(=[O:30])=[O:29])=[CH:22]2.C(=O)([O-])[O-:49].[Cs+].[Cs+]>CC(N(C)C)=O.O.C(O)C.[Pd](Cl)Cl.C1(P(C2C=CC=CC=2)C2C=CC=CC=2)C=CC=CC=1.C1(P(C2C=CC=CC=2)C2C=CC=CC=2)C=CC=CC=1>[Cl:18][C:19]1[CH:20]=[C:21]2[C:25](=[CH:26][CH:27]=1)[NH:24][C:23]([S:28]([N:31]1[CH2:32][CH2:33][N:34]([CH2:37][C:39]3[CH:44]=[CH:43][C:42]([C:3]4[CH:4]=[CH:5][C:6](=[O:17])[N:7]([CH2:9][CH2:10][N:11]5[CH2:16][CH2:15][O:14][CH2:13][CH2:12]5)[N:8]=4)=[CH:41][CH:40]=3)[C:35](=[O:49])[CH2:36]1)(=[O:30])=[O:29])=[CH:22]2 |f:0.1,3.4.5,6.7.8,9.10.11|. Procedure details: 6-Chloro-2-(2-morpholin-4-yl-ethyl)-2H-pyridazin-3-one hydrochloride, (63 mg, 0.22 mmol), 4-({4-[(5-chloro-1H-indol-2-yl)sulphonyl]piperazin-1-yl}carbonyl)-phenyl boronic acid (78 mg, 0.17 mmol), caesium carbonate (156 mg, 0.48 mmol), and bis(triphenylphosphine) palladium (II) chloride (11 mg, 0.02 mmol,) were mixed in 2.0 mL of dimethyl acetamide/water/ethanol; 7:3:2) in a microwave vial. The reaction was heated to 150° C. for 150 seconds. After cooling, the mixture was filtered and loaded onto... Reaction conditions: temperature 150 celsius. Yields the product ClC=1C=C2C=C(NC2=CC1)S(=O)(=O)N1CC(N(CC1)CC1=CC=C(C=C1)C=1C=CC(N(N1)CCN1CCOCC1)=O)=O (6-{4-[4-(5-Chloro-1H-indole-2-sulfonyl)-2-oxo-piperazin-1-ylmethyl]-phenyl}-2-(2-morpholin-4-yl-ethyl)-2H-pyridazin-3-one). The yield is 68.3%. Reagents/catalysts: [Pd](Cl)Cl.C1(=CC=CC=C1)P(C1=CC=CC=C1)C1=CC=CC=C1.C1(=CC=CC=C1)P(C1=CC=CC=C1)C1=CC=CC=C1 (bis(triphenylphosphine) palladium (II) chloride). The reactants are Cl.ClC=1C=CC(N(N1)CCN1CCOCC1)=O (6-Chloro-2-(2-morpholin-4-yl-ethyl)-2H-pyridazin-3-one hydrochloride), ClC=1C=C2C=C(NC2=CC1)S(=O)(=O)N1CCN(CC1)C(=O)C1=CC=C(C=C1)B(O)O (4-({4-[(5-chloro-1H-indol-2-yl)sulphonyl]piperazin-1-yl}carbonyl)-phenyl boronic acid), C([O-])([O-])=O.[Cs+].[Cs+] (caesium carbonate).